The task is: describe an organic reaction: reactants, conditions, products, and yield. This data is from the Open Reaction Database (ORD), a public repository of structured organic reaction records. Starting materials: C(=O)(O)CN1C(C(NC2=CC=CC=C12)=O)=O (1-carboxymethylquinoxaline-2,3(1H,4H)-dione), CO (methanol), S(O)(O)(=O)=O (sulfuric acid). The solvent is O (water). Conditions: temperature 80 celsius, time 1 hour. The product is COC(=O)CN1C(C(NC2=CC=CC=C12)=O)=O (1-methoxycarbonylmethylquinoxaline-2,3(1H,4H)-dione). Yield: 21.0%. As a reaction SMILES: [C:1]([CH2:4][N:5]1[C:14]2[C:9](=[CH:10][CH:11]=[CH:12][CH:13]=2)[NH:8][C:7](=[O:15])[C:6]1=[O:16])([OH:3])=[O:2].[CH3:17]O.S(=O)(=O)(O)O>O>[CH3:17][O:2][C:1]([CH2:4][N:5]1[C:14]2[C:9](=[CH:10][CH:11]=[CH:12][CH:13]=2)[NH:8][C:7](=[O:15])[C:6]1=[O:16])=[O:3]. Procedure details: A mixture of 1.0 g (4.5 mmol) 1-carboxymethylquinoxaline-2,3(1H,4H)-dione, 15 ml dry methanol and 0.2 ml concentrated sulfuric acid was stirred at 80° C. for 1 h. After cooling to 25° C. the reaction mixture was poured in water and made alkaline. The precipitate was filtered off and recrystallized (acetone) to give 0.22 g (21%) 1-methoxycarbonylmethylquinoxaline-2,3(1H,4H)-dione. M.p. 269° C. 1H-NMR (DMSO-d6): 12.0 (1H, broad s), 7.1 (4H, s), 4.9 (2H, s), 3.7 (3H, s).